This data is from the Open Reaction Database (ORD), a public repository of structured organic reaction records. The task is: describe an organic reaction: reactants, conditions, products, and yield Starting materials: FC=1C=CC(=C(N)C1)C (5-fluoro-2-methylaniline), Br.BrC(C)C=1C=C(C=C2C(C=C(OC12)N1CCOCC1)=O)C(=O)N(C)C (8-(1-bromoethyl)-N,N-dimethyl-2-morpholino-4-oxo-4H-chromene-6-carboxamide hydrobromide). Yields the product FC=1C=CC(=C(C1)NC(C)C=1C=C(C=C2C(C=C(OC12)N1CCOCC1)=O)C(=O)N(C)C)C (8-(1-(5-fluoro-2-methylphenylamino)ethyl)-N,N-dimethyl-2-morpholino-4-oxo-4H-chromene-6-carboxamide). The yield is 61.7%. Reaction SMILES: [F:1][C:2]1[CH:3]=[CH:4][C:5]([CH3:9])=[C:6]([CH:8]=1)[NH2:7].Br.Br[CH:12]([C:14]1[CH:15]=[C:16]([C:31]([N:33]([CH3:35])[CH3:34])=[O:32])[CH:17]=[C:18]2[C:23]=1[O:22][C:21]([N:24]1[CH2:29][CH2:28][O:27][CH2:26][CH2:25]1)=[CH:20][C:19]2=[O:30])[CH3:13]>>[F:1][C:2]1[CH:3]=[CH:4][C:5]([CH3:9])=[C:6]([NH:7][CH:12]([C:14]2[CH:15]=[C:16]([C:31]([N:33]([CH3:35])[CH3:34])=[O:32])[CH:17]=[C:18]3[C:23]=2[O:22][C:21]([N:24]2[CH2:29][CH2:28][O:27][CH2:26][CH2:25]2)=[CH:20][C:19]3=[O:30])[CH3:13])[CH:8]=1 |f:1.2|. Procedure: 5-fluoro-2-methylaniline (102 mg, 0.82 mmol) was reacted with 8-(1-bromoethyl)-N,N-dimethyl-2-morpholino-4-oxo-4H-chromene-6-carboxamide hydrobromide (100 mg, 0.20 mmol) using an analogous procedure to the one described in Example 3.03 to give 8-(1-(5-fluoro-2-methylphenylamino)ethyl)-N,N-dimethyl-2-morpholino-4-oxo-4H-chromene-6-carboxamide (56 mg, 61%) as a white solid. Mass Spectrum: M+H+ 454. NMR Spectrum (DMSOd6): 1.60 (d, 3H), 2.20 (s, 3H), 2.69 (bs, 3H), 2.93 (bs, 3H), 3.53-3.65 (m, 4H), ...